The task is: describe an organic reaction: reactants, conditions, products, and yield. This data is from the Open Reaction Database (ORD), a public repository of structured organic reaction records. The reactants are C(C)(C)(C)OC(=O)N1[C@@H](C[C@](C1)(C)O)C(NCC1=C(C(=CC=C1)Cl)F)=O ((2S,4S)-2-(3-chloro-2-fluoro-benzylcarbamoyl)-4-hydroxy-4-methyl-pyrrolidine-1-carboxylic acid tert-butyl ester), CCN(CC)S(F)(F)F (DAST), C(=O)(O)[O-].[Na+] (NaHCO3). Run in C(Cl)Cl (CH2Cl2). Run at time 1 hour. The product is C(C)(C)(C)OC(=O)N1[C@@H](C[C@@](C1)(C)F)C(NCC1=C(C(=CC=C1)Cl)F)=O ((2S,4R)-2-(3-Chloro-2-fluoro-benzylcarbamoyl)-4-fluoro-4-methyl-pyrrolidine-1-carboxylic acid tert-butyl ester). RXN SMILES: [C:1]([O:5][C:6]([N:8]1[CH2:12][C@:11](O)([CH3:13])[CH2:10][C@H:9]1[C:15](=[O:26])[NH:16][CH2:17][C:18]1[CH:23]=[CH:22][CH:21]=[C:20]([Cl:24])[C:19]=1[F:25])=[O:7])([CH3:4])([CH3:3])[CH3:2].CCN(S(F)(F)[F:33])CC.C([O-])(O)=O.[Na+]>C(Cl)Cl>[C:1]([O:5][C:6]([N:8]1[CH2:12][C@@:11]([F:33])([CH3:13])[CH2:10][C@H:9]1[C:15](=[O:26])[NH:16][CH2:17][C:18]1[CH:23]=[CH:22][CH:21]=[C:20]([Cl:24])[C:19]=1[F:25])=[O:7])([CH3:4])([CH3:3])[CH3:2] |f:2.3|. Procedure details: To a solution of (2S,4S)-2-(3-chloro-2-fluoro-benzylcarbamoyl)-4-hydroxy-4-methyl-pyrrolidine-1-carboxylic acid tert-butyl ester (865 mg, 2.1 mmol) in CH2Cl2 (60 mL) under nitrogen at −78° C. was added DAST (550 μL, 4.16 mmol) and the solution was slowly allowed to reach RT and stirred for 1 h. The reaction mixture was poured into cold aqueous saturated NaHCO3 solution and extracted with CH2Cl2 (×2). The combined organic layers were dried (Na2SO4), filtered and concentrated to give the desired m... The reactants are O=C([O-])[O-], COc1ccc(CS)cc1, O=[N+]([O-])c1ccnc(Cl)c1, ClCCl, [Cs+], [Cs+], CN(C)C=O. Product: COc1ccc(CSc2ccnc(Cl)c2)cc1. Reaction SMILES: [C:26](=[O:27])([O-:28])[O-:29].[CH3:11][O:12][c:13]1[cH:14][cH:15][c:16]([CH2:19][SH:20])[cH:17][cH:18]1.[Cl:1][c:2]1[n:3][cH:4][cH:5][c:6]([N+:8]([O-:9])=[O:10])[cH:7]1.[Cl:32][CH2:33][Cl:34].[Cs+:30].[Cs+:31].[O:21]=[CH:22][N:23]([CH3:24])[CH3:25]>>[Cl:1][c:2]1[n:3][cH:4][cH:5][c:6]([S:20][CH2:19][c:16]2[cH:15][cH:14][c:13]([O:12][CH3:11])[cH:18][cH:17]2)[cH:7]1. Reactants: C[O-].[Na+] (sodium methoxide), Cl.NO (hydroxylamine hydrochloride), COC(C1=CC=C(C#N)C=C1)OC (4-(dimethoxymethyl)benzonitrile). Run in CO (MeOH), CO (MeOH). Reaction conditions: time 20 minute. Product: COC(C1=CC=C(C=C1)C(N)=NO)OC (4-(dimethoxymethyl)-N′-hydroxybenzenecarboximidamide). Isolated yield 931.3%. RXN SMILES: Cl.[NH2:2][OH:3].C[O-].[Na+].[CH3:7][O:8][CH:9]([O:18][CH3:19])[C:10]1[CH:17]=[CH:16][C:13]([C:14]#[N:15])=[CH:12][CH:11]=1>CO>[CH3:7][O:8][CH:9]([O:18][CH3:19])[C:10]1[CH:17]=[CH:16][C:13]([C:14](=[N:2][OH:3])[NH2:15])=[CH:12][CH:11]=1 |f:0.1,2.3|. Procedure details: A suspension of hydroxylamine hydrochloride (31.62 g; 45.5 mmol) in MeOH (350 ml) was treated with sodium methoxide (24.58 g; 45.5 mmol) slowly, in small portions. After stirring for 20 minutes, a solution of 4-(dimethoxymethyl)benzonitrile (67 g; 37.9 mmol) in MeOH (100 ml) was added and the mixture heated to reflux. After 12 hr, it was concentrated and partitioned between ethyl acetate and water. The organic phase was washed with water and brine, dried over sodium sulfate, filtered and concent... Starting materials: C1(=CC=CC=C1)N[C@@H](C)C(=O)O (N-Phenylalanine), N(=O)OCCCC (n-butyl nitrite). Solvent: COCCOC (1,2-dimethoxyethane). Run at time 2.5 hour. Product: N(=O)N([C@@H](C)C(=O)O)C1=CC=CC=C1 (N-nitroso-N-phenylalanine). Reaction SMILES: [C:1]1([NH:7][C@H:8]([C:10]([OH:12])=[O:11])[CH3:9])[CH:6]=[CH:5][CH:4]=[CH:3][CH:2]=1.[N:13](OCCCC)=[O:14]>COCCOC>[N:13]([N:7]([C:1]1[CH:6]=[CH:5][CH:4]=[CH:3][CH:2]=1)[C@H:8]([C:10]([OH:12])=[O:11])[CH3:9])=[O:14]. Reported procedure: N-Phenylalanine (825 mg) in 1,2-dimethoxyethane (20 ml) was treated with n-butyl nitrite (0.64 ml) and the mixture was stirred for 2.5 h and then the solvent was removed to leave crude N-nitroso-N-phenylalanine. This was dissolved in dichloromethane (10 ml), cooled in an ice-bath and treated with trifluoroacetic anhydride (1.06 ml). The mixture was stirred for 1 h and then the solvents were removed, toluene was added and removed using a rotary evaporator. The residue was chromatographed on silic... Reactants: C1CCOC1, CN=C=O, NNC(=O)NCCCOc1cccc(CN2CCCCC2)c1. The product is CNC(=O)NNC(=O)NCCCOc1cccc(CN2CCCCC2)c1. RXN SMILES: [CH2:27]1[O:28][CH2:29][CH2:30][CH2:31]1.[CH3:1][N:2]=[C:3]=[O:4].[N:5]1([CH2:11][c:12]2[cH:13][c:14]([O:15][CH2:16][CH2:17][CH2:18][NH:19][C:20](=[O:21])[NH:22][NH2:23])[cH:24][cH:25][cH:26]2)[CH2:6][CH2:7][CH2:8][CH2:9][CH2:10]1>>[CH3:1][NH:2][C:3](=[O:4])[NH:23][NH:22][C:20]([NH:19][CH2:18][CH2:17][CH2:16][O:15][c:14]1[cH:13][c:12]([CH2:11][N:5]2[CH2:6][CH2:7][CH2:8][CH2:9][CH2:10]2)[cH:26][cH:25][cH:24]1)=[O:21]. The reactants are CN1CCc2cccc3c2N(CC1)C1CCCC31, CC(Cl)OC(=O)Cl, CC(Cl)Cl. Product: c1cc2c3c(c1)C1CCCC1N3CCNCC2. As a reaction SMILES: [CH3:1][N:2]1[CH2:3][CH2:4][N:5]2[CH:6]3[CH:7]([c:8]4[cH:9][cH:10][cH:11][c:12]([c:13]42)[CH2:14][CH2:15]1)[CH2:16][CH2:17][CH2:18]3.[Cl:19][C:20]([O:21][CH:22]([Cl:23])[CH3:24])=[O:25].[Cl:26][CH:27]([Cl:28])[CH3:29]>>[NH:2]1[CH2:3][CH2:4][N:5]2[CH:6]3[CH:7]([c:8]4[cH:9][cH:10][cH:11][c:12]([c:13]42)[CH2:14][CH2:15]1)[CH2:16][CH2:17][CH2:18]3. Starting materials: [Br-], CON(C)C(=O)C(CC1CCOCC1)c1ccc(SC)cn1, C=C[Mg+], Cl, C1CCOC1. The product is C=CC(=O)C(CC1CCOCC1)c1ccc(SC)cn1. RXN SMILES: [Br-:23].[CH3:1][O:2][N:3]([C:4]([CH:5]([CH2:6][CH:7]1[CH2:8][CH2:9][O:10][CH2:11][CH2:12]1)[c:13]1[n:14][cH:15][c:16]([S:19][CH3:20])[cH:17][cH:18]1)=[O:21])[CH3:22].[CH:24](=[CH2:25])[Mg+:26].[ClH:27].[O:28]1[CH2:29][CH2:30][CH2:31][CH2:32]1>>[C:4]([CH:5]([CH2:6][CH:7]1[CH2:8][CH2:9][O:10][CH2:11][CH2:12]1)[c:13]1[n:14][cH:15][c:16]([S:19][CH3:20])[cH:17][cH:18]1)(=[O:21])[CH:24]=[CH2:25].